Task: describe an organic reaction: reactants, conditions, products, and yield. Dataset: the Open Reaction Database (ORD), a public repository of structured organic reaction records Reactants: CCCC[Sn](CCCC)(CCCC)c1cc(C)no1, CN1CCCC1=O, CCOC(C)=O, [F-], CC(C)(C)OC(=O)N1CC2C=C(OS(=O)(=O)C(F)(F)F)CC2C1, [K+], O=C(C=Cc1ccccc1)C=Cc1ccccc1, O=C(C=Cc1ccccc1)C=Cc1ccccc1, O=C(C=Cc1ccccc1)C=Cc1ccccc1, [Pd], [Pd], c1ccc([As](c2ccccc2)c2ccccc2)cc1. The product is Cc1cc(C2=CC3CN(C(=O)OC(C)(C)C)CC3C2)on1. RXN SMILES: [CH3:43][c:44]1[n:45][o:46][c:47]([Sn:49]([CH2:50][CH2:51][CH2:52][CH3:53])([CH2:54][CH2:55][CH2:56][CH3:57])[CH2:58][CH2:59][CH2:60][CH3:61])[cH:48]1.[CH3:64][N:65]1[CH2:66][CH2:67][CH2:68][C:69]1=[O:70].[CH3:71][CH2:72][O:73][C:74](=[O:75])[CH3:76].[F-:62].[F:1][C:2]([F:3])([F:4])[S:5]([O:6][C:7]1=[CH:21][CH:10]2[CH:9]([CH2:8]1)[CH2:13][N:12]([C:14](=[O:15])[O:16][C:17]([CH3:18])([CH3:19])[CH3:20])[CH2:11]2)(=[O:22])=[O:23].[K+:63].[O:115]=[C:116]([CH:117]=[CH:118][c:119]1[cH:120][cH:121][cH:122][cH:123][cH:124]1)[CH:125]=[CH:126][c:127]1[cH:128][cH:129][cH:130][cH:131][cH:132]1.[O:79]=[C:80]([CH:81]=[CH:82][c:83]1[cH:84][cH:85][cH:86][cH:87][cH:88]1)[CH:89]=[CH:90][c:91]1[cH:92][cH:93][cH:94][cH:95][cH:96]1.[O:97]=[C:98]([CH:99]=[CH:100][c:101]1[cH:102][cH:103][cH:104][cH:105][cH:106]1)[CH:107]=[CH:108][c:109]1[cH:110][cH:111][cH:112][cH:113][cH:114]1.[Pd:77].[Pd:78].[cH:24]1[cH:25][cH:26][c:27]([As:28]([c:29]2[cH:30][cH:31][cH:32][cH:33][cH:34]2)[c:35]2[cH:36][cH:37][cH:38][cH:39][cH:40]2)[cH:41][cH:42]1>>[C:7]1([c:47]2[o:46][n:45][c:44]([CH3:43])[cH:48]2)=[CH:21][CH:10]2[CH:9]([CH2:8]1)[CH2:13][N:12]([C:14](=[O:15])[O:16][C:17]([CH3:18])([CH3:19])[CH3:20])[CH2:11]2. Starting materials: C(O)([O-])=O.[Na+] (sodium hydrogen carbonate), CNC([C@H](N)CC1=CC=CC=C1)=O (D-Phenylalanine-N-methyl amide), C(C)(C)(C)OC(N[C@H](CC1=CC2=CC=CC=C2C=C1)C=O)=O ((1R)-1-formyl-2-(2-naphthyl)ethylcarbamic acid tert-butyl ester), C(#N)[BH3-].[Na+] (sodium cyanoborohydride). Run in O (Water), C(C)(=O)O (acetic acid), CO (methanol). Conditions: time 8 hour. Product: C(C)(C)(C)OC(N[C@H](CC1=CC2=CC=CC=C2C=C1)CN[C@H](CC1=CC=CC=C1)C(NC)=O)=O (((1R)-1-(((1R)-1-methylcarbamoyl-2-phenylethylamino)methyl)-2-(2-naphthyl)ethyl)carbamic acid tert butyl ester). Yield: 30.9%. RXN SMILES: [CH3:1][NH:2][C:3](=[O:13])[C@@H:4]([CH2:6][C:7]1[CH:12]=[CH:11][CH:10]=[CH:9][CH:8]=1)[NH2:5].[C:14]([O:18][C:19](=[O:35])[NH:20][C@@H:21]([CH:33]=O)[CH2:22][C:23]1[CH:32]=[CH:31][C:30]2[C:25](=[CH:26][CH:27]=[CH:28][CH:29]=2)[CH:24]=1)([CH3:17])([CH3:16])[CH3:15].C([BH3-])#N.[Na+].C(=O)([O-])O.[Na+]>CO.O.C(O)(=O)C>[C:14]([O:18][C:19](=[O:35])[NH:20][C@@H:21]([CH2:33][NH:5][C@@H:4]([C:3](=[O:13])[NH:2][CH3:1])[CH2:6][C:7]1[CH:12]=[CH:11][CH:10]=[CH:9][CH:8]=1)[CH2:22][C:23]1[CH:32]=[CH:31][C:30]2[C:25](=[CH:26][CH:27]=[CH:28][CH:29]=2)[CH:24]=1)([CH3:17])([CH3:15])[CH3:16] |f:2.3,4.5|. Reported procedure: D-Phenylalanine-N-methyl amide (1.50 g, 8.35 mmol) and (1R)-1-formyl-2-(2-naphthyl)ethylcarbamic acid tert-butyl ester (2.50 g, 8.35 mmol) were dissolved in methanol (40 ml). Molsieves (3 Å, 30 g) and acetic acid (3 ml) were added and the mixture was cooled with ice and sodium cyanoborohydride (0.80 g, 12.5 mmol) was added. The mixture was stirred overnight at room temperature. Water (30 ml) and saturated aqueous sodium hydrogen carbonate (30 ml) were added and the mixture was extracted with met... The reactants are ClC=1C=C(N(C(C2=CC=CC=C2)=O)C)C=C(C1)Cl (3',5'-dichloro-N-methylbenzanilide), [H-].[Al+3].[Li+].[H-].[H-].[H-] (lithium aluminum hydride). Run in O1CCCC1 (tetrahydrofuran). Reaction conditions: time 1 hour. The product is ClC=1C=C(NC)C=C(C1)Cl (3,5-dichloro-N-methylaniline). Yield: 94.8%. Reaction SMILES: [Cl:1][C:2]1[CH:3]=[C:4]([CH:15]=[C:16]([Cl:18])[CH:17]=1)[N:5](C)[C:6](=O)C1C=CC=CC=1.[H-].[Al+3].[Li+].[H-].[H-].[H-]>O1CCCC1>[Cl:1][C:2]1[CH:3]=[C:4]([CH:15]=[C:16]([Cl:18])[CH:17]=1)[NH:5][CH3:6] |f:1.2.3.4.5.6|. Reported procedure: To a stirred solution of 3',5'-dichloro-N-methylbenzanilide (2.317 g) in tetrahydrofuran was added lithium aluminum hydride (380 mg) in an ice-bath and the resulting suspension was stirred at the same temperature for one hour. The reaction mixture was quenched with saturated ammonium chloride and filtered through celite pad. The inorganic material on the celite was washed with ethyl acetate. Methanol was added to the filtrate and stirred at ambient temperature for half an hour. The organic layer... The reactants are O.NN (Hydrazine hydrate), C(C1=CC=CC=C1)ON1C(C(=NC2=CC(=C(C=C12)C(F)(F)F)N1C=NC=C1)Cl)=O (1-benzyloxy-3-chloro-6-(1H-imidazol-1-yl)-7-trifluoromethylquinoxalin-2(1H)-one). The solvent is ClCCl (dichloromethane). Reaction conditions: temperature 0 celsius. The product is C(C1=CC=CC=C1)ON1C(C(=NC2=CC(=C(C=C12)C(F)(F)F)N1C=NC=C1)NN)=O (1-Benzyloxy-3-hydrazino-6-(1H-imidazol-1-yl)-7-trifluoromethylquinoxalin-2(1H)-one). Isolated yield 90.9%. RXN SMILES: O.[NH2:2][NH2:3].[CH2:4]([O:11][N:12]1[C:21]2[C:16](=[CH:17][C:18]([N:26]3[CH:30]=[CH:29][N:28]=[CH:27]3)=[C:19]([C:22]([F:25])([F:24])[F:23])[CH:20]=2)[N:15]=[C:14](Cl)[C:13]1=[O:32])[C:5]1[CH:10]=[CH:9][CH:8]=[CH:7][CH:6]=1>ClCCl>[CH2:4]([O:11][N:12]1[C:21]2[C:16](=[CH:17][C:18]([N:26]3[CH:30]=[CH:29][N:28]=[CH:27]3)=[C:19]([C:22]([F:25])([F:24])[F:23])[CH:20]=2)[N:15]=[C:14]([NH:2][NH2:3])[C:13]1=[O:32])[C:5]1[CH:10]=[CH:9][CH:8]=[CH:7][CH:6]=1 |f:0.1|. Procedure details: Hydrazine hydrate (2.7 ml, 55 mmol) was added to a solution of 5.9 g (14 mmol) of 1-benzyloxy-3-chloro-6-(1H-imidazol-1-yl)-7-trifluoromethylquinoxalin-2(1H)-one in 100 ml of dichloromethane with stirring at 0° C. After 1 h the mixture was evaporated to dryness and the residue was triturated with water and dried to give 5.3 g (90%) of crude title compound. Reactants: C(C=C)C1CC(N1[Si](C)(C)C(C)(C)C)=O (4-allyl-1-t-butyldimethylsilylazetidin-2-one), C(C)(C)NC1CCCCC1 (N-Isopropylcyclohexylamine), C(CCC)[Li] (n-butyllithium), IC (iodomethane). Run in O1CCCC1 (tetrahydrofuran), C(C)(=O)O (acetic acid), O1CCCC1 (tetrahydrofuran), CCCCCC (n-hexane). Conditions: time 2 hour. Yields the product C(C=C)C1C(C(N1[Si](C)(C)C(C)(C)C)=O)C (4-allyl-1-t-butyldimethylsilyl-3-methylazetidin-2-one). Isolated yield 83.7%. Reaction SMILES: [CH:1](NC1CCCCC1)(C)C.C([Li])CCC.[CH2:16]([CH:19]1[N:22]([Si:23]([C:26]([CH3:29])([CH3:28])[CH3:27])([CH3:25])[CH3:24])[C:21](=[O:30])[CH2:20]1)[CH:17]=[CH2:18].IC>O1CCCC1.CCCCCC.C(O)(=O)C>[CH2:16]([CH:19]1[N:22]([Si:23]([C:26]([CH3:29])([CH3:28])[CH3:27])([CH3:24])[CH3:25])[C:21](=[O:30])[CH:20]1[CH3:1])[CH:17]=[CH2:18]. Reported procedure: N-Isopropylcyclohexylamine (12.4 g) in dry tetrahydrofuran (300 ml) was treated with 2 M n-butyllithium in n-hexane (44 ml) at -78° under argon. After five minutes 4-allyl-1-t-butyldimethylsilylazetidin-2-one (9.0 g) in dry tetrahydrofuran (100 ml) was added. Thirty minutes later iodomethane (70 ml) was added. The solution was stirred at -78° for 30 minutes and at room temperature for 2 hours, after which acetic acid (5.0 ml) was added. The solution was evaporated and partitioned between ethyl a... Reactants: O=C([O-])O, CCC1C(=O)N2C(C(=O)OCc3ccc([N+](=O)[O-])cc3)=C(Oc3ccccc3)SC12, [Na+], C1COCCO1, O. The product is CCC1C(=O)N2C(C(=O)[O-])=C(Oc3ccccc3)SC12, [Na+]. RXN SMILES: [C:31](=[O:32])([OH:33])[O-:34].[CH2:1]([CH3:2])[CH:3]1[CH:4]2[S:5][C:6]([O:24][c:25]3[cH:26][cH:27][cH:28][cH:29][cH:30]3)=[C:7]([C:11](=[O:12])[O:13][CH2:14][c:15]3[cH:16][cH:17][c:18]([N+:19]([O-:20])=[O:21])[cH:22][cH:23]3)[N:8]2[C:9]1=[O:10].[Na+:35].[O:36]1[CH2:37][CH2:38][O:39][CH2:40][CH2:41]1.[OH2:42]>>[CH2:1]([CH3:2])[CH:3]1[CH:4]2[S:5][C:6]([O:24][c:25]3[cH:26][cH:27][cH:28][cH:29][cH:30]3)=[C:7]([C:11](=[O:12])[O-:13])[N:8]2[C:9]1=[O:10].[Na+:35]. Starting materials: CC(C)=O, COc1nnc(-c2ccncc2)cc1-c1cc2ccccc2[nH]1, O=C(O)C(F)(F)F, O=C1CCC(=O)N1I. Reaction SMILES: [CH3:39][C:40](=[O:41])[CH3:42].[CH3:8][O:9][c:10]1[n:11][n:12][c:13](-[c:25]2[cH:26][cH:27][n:28][cH:29][cH:30]2)[cH:14][c:15]1-[c:16]1[nH:17][c:18]2[cH:19][cH:20][cH:21][cH:22][c:23]2[cH:24]1.[F:1][C:2]([C:3](=[O:4])[OH:5])([F:6])[F:7].[I:31][N:32]1[C:33](=[O:34])[CH2:35][CH2:36][C:37]1=[O:38]>>[CH3:8][O:9][c:10]1[n:11][n:12][c:13](-[c:25]2[cH:26][cH:27][n:28][cH:29][cH:30]2)[cH:14][c:15]1-[c:16]1[nH:17][c:18]2[cH:19][cH:20][cH:21][cH:22][c:23]2[c:24]1[I:31].[F:1][C:2]([C:3](=[O:4])[OH:5])([F:6])[F:7]. The product is COc1nnc(-c2ccncc2)cc1-c1[nH]c2ccccc2c1I, O=C(O)C(F)(F)F. The reactants are N[C@@H](C(N)=S)CC1=CC2=CC=CC=C2C=C1 ((2R)-2-Amino-3-(2-naphthyl)propionthioamide), C(C)(C)(C)OC(=O)N(C)[C@@H](C(=O)O)CC1=CC2=CC=CC=C2C=C1 ((2R)-2-(N-tert-butoxycarbonyl-N-methylamino)-3-(2-naphthyl)propionic acid), C=1C=CC2=C(C1)N=NN2O (HOBT), CCN=C=NCCCN(C)C (EDAC). Solvent: C(Cl)Cl (methylene chloride), C(Cl)Cl (Methylene chloride). Reaction conditions: time 12 hour. Yields the product C(C)(C)(C)OC(N([C@H](CC1=CC2=CC=CC=C2C=C1)C(N[C@H](CC1=CC2=CC=CC=C2C=C1)C(N)=S)=O)C)=O (N-methyl-N-((1R)-2-(2-naphthyl)-1-((1R)-2-(2-naphthyl)-1-thiocarbamoylethylcarbamoyl)ethyl)carbamic acid tert-butylester). Isolated yield 81.5%. Reaction SMILES: [NH2:1][C@H:2]([CH2:6][C:7]1[CH:16]=[CH:15][C:14]2[C:9](=[CH:10][CH:11]=[CH:12][CH:13]=2)[CH:8]=1)[C:3](=[S:5])[NH2:4].[C:17]([O:21][C:22]([N:24]([C@H:26]([CH2:30][C:31]1[CH:40]=[CH:39][C:38]2[C:33](=[CH:34][CH:35]=[CH:36][CH:37]=2)[CH:32]=1)[C:27](O)=[O:28])[CH3:25])=[O:23])([CH3:20])([CH3:19])[CH3:18].C1C=CC2N(O)N=NC=2C=1.CCN=C=NCCCN(C)C>C(Cl)Cl>[C:17]([O:21][C:22](=[O:23])[N:24]([CH3:25])[C@@H:26]([C:27](=[O:28])[NH:1][C@@H:2]([C:3](=[S:5])[NH2:4])[CH2:6][C:7]1[CH:16]=[CH:15][C:14]2[C:9](=[CH:10][CH:11]=[CH:12][CH:13]=2)[CH:8]=1)[CH2:30][C:31]1[CH:40]=[CH:39][C:38]2[C:33](=[CH:34][CH:35]=[CH:36][CH:37]=2)[CH:32]=1)([CH3:19])([CH3:20])[CH3:18]. Reported procedure: (2R)-2-Amino-3-(2-naphthyl)propionthioamide (0.290 g; 1.2 mmol), (2R)-2-(N-tert-butoxycarbonyl-N-methylamino)-3-(2-naphthyl)propionic acid (0.436 g; 1.3 mmol), HOBT (0.176 g; 1.3 mmol) and EDAC (0.267 g; 1.4 mmol) were dissolved in methylene chloride (20 ml) and stirred 12 hours at RT. Methylene chloride (40 ml) was added and the organic phase was washed with aqueous sodium hydrogensulfate (10%; 40 ml), aqueous sodium hydrogencarbonate (satd.; 40 ml) and dried (Magnesium sulfate). The solvent wa... Product: COC1=CC=C(C=C1)CCCC1(C(NC(NC1=O)=O)=O)N1CCN(CC1)CCO (5-[3-(4-Methoxyphenyl)propyl]-5-[4-(2-hydroxyethyl)piperazinyl]barbituric Acid). The reactants are BrC1(C(NC(NC1=O)=O)=O)CCCC1=CC=C(C=C1)OC (5-Bromo-5-[3-(4-Methoxyphenyl)propyl]barbituric Acid), OCCN1CCNCC1 (N-(2-hydroxyethyl)piperazine). The solvent is C(C)O (ethanol). As a reaction SMILES: Br[C:2]1([CH2:11][CH2:12][CH2:13][C:14]2[CH:19]=[CH:18][C:17]([O:20][CH3:21])=[CH:16][CH:15]=2)[C:7](=[O:8])[NH:6][C:5](=[O:9])[NH:4][C:3]1=[O:10].[OH:22][CH2:23][CH2:24][N:25]1[CH2:30][CH2:29][NH:28][CH2:27][CH2:26]1>C(O)C>[CH3:21][O:20][C:17]1[CH:18]=[CH:19][C:14]([CH2:13][CH2:12][CH2:11][C:2]2([N:28]3[CH2:29][CH2:30][N:25]([CH2:24][CH2:23][OH:22])[CH2:26][CH2:27]3)[C:7](=[O:8])[NH:6][C:5](=[O:9])[NH:4][C:3]2=[O:10])=[CH:15][CH:16]=1. Reported procedure: A of 5-Bromo-5-[3-(4-Methoxyphenyl)propyl]barbituric Acid (710 mg) and N-(2-hydroxyethyl)piperazine (281 mg) in 25 ml of ethanol is refluxed for 4 hours. The solvent is evaporated under reduced pressure and the residue is partitioned between 1 N hydrochloric acid and ethyl acetate. The aqueous phase is basified to pH=6-7 and extracted with ethyl acetate. The organic phase is concentrated to dryness and the residue is crystallized from ethyl acetate to give 30 mg of the product. Isolated yield 3.7%. Reactants: [Br-], O=C([O-])[O-], CCCC[N+](CCCC)(CCCC)CCCC, CN(C)C=O, FC(F)CCl, [K+], [K+], O=C1CCC(=O)N1. Yields the product O=C1CCC(=O)N1CC(F)F. As a reaction SMILES: [Br-:19].[C:13](=[O:14])([O-:15])[O-:16].[CH2:20]([N+:21]([CH2:22][CH2:23][CH2:24][CH3:25])([CH2:26][CH2:27][CH2:28][CH3:29])[CH2:30][CH2:31][CH2:32][CH3:33])[CH2:34][CH2:35][CH3:36].[CH3:37][N:38]([CH3:39])[CH:40]=[O:41].[F:1][CH:2]([CH2:3][Cl:4])[F:5].[K+:17].[K+:18].[O:6]=[C:7]1[CH2:8][CH2:9][C:10](=[O:11])[NH:12]1>>[F:1][CH:2]([CH2:3][N:12]1[C:7](=[O:6])[CH2:8][CH2:9][C:10]1=[O:11])[F:5].